From a dataset of the Open Reaction Database (ORD), a public repository of structured organic reaction records. describe an organic reaction: reactants, conditions, products, and yield The reactants are 454.1, CC1OC(CN(C1)CCN)C (2-(2,6-dimethylmorpholino)ethanamine), BrC=CBr (dibromo ethylene), ClC1=CC=C(C=C1)[C@H]1C[C@]12C(NC1=CC=CC=C21)=O ((1S, 2R)-2-(4-chlorophenyl)spiro[cyclopropane-1,3′-indolin]-2′-one). Yields the product ClC1=CC=C(C=C1)[C@@H]1C[C@@]12C(N(C1=CC=CC=C21)CCNCCN2CC(OC(C2)C)C)=O ((1R,2S)-2-(4-chlorophenyl)-1′-(2-(2-(2,6-dimethylmorpholino) ethylamino) ethyl) Spiro[cyclopropane-1,3′-indolin]-2′-one). As a reaction SMILES: [CH3:1][CH:2]1[CH2:7][N:6]([CH2:8][CH2:9][NH2:10])[CH2:5][CH:4]([CH3:11])[O:3]1.Br[CH:13]=[CH:14]Br.[Cl:16][C:17]1[CH:22]=[CH:21][C:20]([C@@H:23]2[C@:25]3([C:33]4[C:28](=[CH:29][CH:30]=[CH:31][CH:32]=4)[NH:27][C:26]3=[O:34])[CH2:24]2)=[CH:19][CH:18]=1>>[Cl:16][C:17]1[CH:18]=[CH:19][C:20]([C@H:23]2[C@@:25]3([C:33]4[C:28](=[CH:29][CH:30]=[CH:31][CH:32]=4)[N:27]([CH2:13][CH2:14][NH:10][CH2:9][CH2:8][N:6]4[CH2:7][CH:2]([CH3:1])[O:3][CH:4]([CH3:11])[CH2:5]4)[C:26]3=[O:34])[CH2:24]2)=[CH:21][CH:22]=1. Reported procedure: The title compound was prepared in analogy to Example 81 starting from 2-(2,6-dimethylmorpholino)ethanamine, dibromo ethylene (commercially available), (1R,2S) and (1S, 2R)-2-(4-chlorophenyl)spiro[cyclopropane-1,3′-indolin]-2′-one prepared as in Scheme 1. LC/MS m/e calcd. for C26H32ClN3O2: 453, observed (M+H)+: 454.1 1HNMR (400 MHz, MeOD-d4) δppm 1.22 (dd, J=6.32, 2.27 Hz, 2 H) 1.26-1.37 (m, 6 H) 2.15-2.32 (m, 3 H) 2.43-2.67 (m, 1 H) 2.88 (br. s., 3 H) 3.26 (d, J=8.59 Hz, 2 H) 3.40-3.62 (m, 4 H)... The reactants are O1CCOC2=C1C=CC(=C2)CN(C(OC(C)(C)C)=O)C2CCN(CC2)CCN2C(C=CC1=C(C=C(C=C21)OC)C(CC)O)=O (tert-butyl (2,3-dihydro-1,4-benzodioxin-6-ylmethyl)(1-(2-(5-(1-hydroxypropyl)-7-methoxy-2-oxoquinolin-1(2H)-yl)ethyl)piperidin-4-yl)carbamate), CC(=O)OI1(C=2C=CC=CC2C(=O)O1)(OC(=O)C)OC(=O)C (Dess-Martin Periodinane), C(O)([O-])=O.[Na+] (sodium hydrogen carbonate). The solvent is C(Cl)(Cl)Cl (chloroform). Conditions: time 2 hour. The product is O1CCOC2=C1C=CC(=C2)CN(C(OC(C)(C)C)=O)C2CCN(CC2)CCN2C(C=CC1=C(C=C(C=C21)OC)C(CC)=O)=O (tert-butyl (2,3-dihydro-1,4-benzodioxin-6-ylmethyl)(1-(2-(7-methoxy-2-oxo-5-propionylquinolin-1(2H)-yl)ethyl)piperidin-4-yl)carbamate). Yield: 69.9%. As a reaction SMILES: [O:1]1[C:6]2[CH:7]=[CH:8][C:9]([CH2:11][N:12]([CH:20]3[CH2:25][CH2:24][N:23]([CH2:26][CH2:27][N:28]4[C:37]5[C:32](=[C:33]([CH:40]([OH:43])[CH2:41][CH3:42])[CH:34]=[C:35]([O:38][CH3:39])[CH:36]=5)[CH:31]=[CH:30][C:29]4=[O:44])[CH2:22][CH2:21]3)[C:13](=[O:19])[O:14][C:15]([CH3:18])([CH3:17])[CH3:16])=[CH:10][C:5]=2[O:4][CH2:3][CH2:2]1.CC(OI1(OC(C)=O)(OC(C)=O)OC(=O)C2C=CC=CC1=2)=O.C(=O)([O-])O.[Na+]>C(Cl)(Cl)Cl>[O:1]1[C:6]2[CH:7]=[CH:8][C:9]([CH2:11][N:12]([CH:20]3[CH2:25][CH2:24][N:23]([CH2:26][CH2:27][N:28]4[C:37]5[C:32](=[C:33]([C:40](=[O:43])[CH2:41][CH3:42])[CH:34]=[C:35]([O:38][CH3:39])[CH:36]=5)[CH:31]=[CH:30][C:29]4=[O:44])[CH2:22][CH2:21]3)[C:13](=[O:19])[O:14][C:15]([CH3:17])([CH3:18])[CH3:16])=[CH:10][C:5]=2[O:4][CH2:3][CH2:2]1 |f:2.3|. Procedure: To 20 mL of a chloroform solution containing 165 mg of tert-butyl (2,3-dihydro-1,4-benzodioxin-6-ylmethyl)(1-(2-(5-(1-hydroxypropyl)-7-methoxy-2-oxoquinolin-1(2H)-yl)ethyl)piperidin-4-yl)carbamate, 115 mg of Dess-Martin Periodinane was added, and stirred at room temperature for 2 hours. To the reaction mixture, aqueous saturated sodium hydrogen carbonate solution was added. The organic layer was separated, dried over anhydrous magnesium sulfate, and the solvent was removed under reduced pressure... Reactants: O (water), C([O-])([O-])=O.[K+].[K+] (potassium carbonate), C(C)OC(C1=CC=C(C=C1)N1C(NC(C12CCCCC2)=O)=O)=O (4-(2,4-dioxo-1,3-diazaspiro[4.5]dec-1-yl)benzoic acid ethyl ester), ClCC(=O)NC1=C(C=CC=C1C(C)C)C(C)C (2-chloro-N-(2,6-diisopropylphenyl)acetamide). Solvent: CN(C=O)C (dimethylformamide). Conditions: time 8 hour. Yields the product C(C)OC(C1=CC=C(C=C1)N1C(N(C(C12CCCCC2)=O)CC(NC2=C(C=CC=C2C(C)C)C(C)C)=O)=O)=O (4-{3-[(2,6-diisopropyl-phenylcarbamoyl)methyl]-2,4-dioxo-1,3-diaza-spiro[4.5]dec-1-yl}benzoic acid ethyl ester). Reaction SMILES: C(=O)([O-])[O-].[K+].[K+].[CH2:7]([O:9][C:10](=[O:29])[C:11]1[CH:16]=[CH:15][C:14]([N:17]2[C:21]3([CH2:26][CH2:25][CH2:24][CH2:23][CH2:22]3)[C:20](=[O:27])[NH:19][C:18]2=[O:28])=[CH:13][CH:12]=1)[CH3:8].Cl[CH2:31][C:32]([NH:34][C:35]1[C:40]([CH:41]([CH3:43])[CH3:42])=[CH:39][CH:38]=[CH:37][C:36]=1[CH:44]([CH3:46])[CH3:45])=[O:33].O>CN(C)C=O>[CH2:7]([O:9][C:10](=[O:29])[C:11]1[CH:12]=[CH:13][C:14]([N:17]2[C:21]3([CH2:26][CH2:25][CH2:24][CH2:23][CH2:22]3)[C:20](=[O:27])[N:19]([CH2:31][C:32](=[O:33])[NH:34][C:35]3[C:36]([CH:44]([CH3:46])[CH3:45])=[CH:37][CH:38]=[CH:39][C:40]=3[CH:41]([CH3:43])[CH3:42])[C:18]2=[O:28])=[CH:15][CH:16]=1)[CH3:8] |f:0.1.2|. Procedure details: 87 mg (0.63 mmol, 1 eq.) of potassium carbonate are added to a solution of 200 mg (0.63 mmol, 1 eq.) of 4-(2,4-dioxo-1,3-diazaspiro[4.5]dec-1-yl)benzoic acid ethyl ester and 160 mg (0.63 mmol, 1 eq.) of 2-chloro-N-(2,6-diisopropylphenyl)acetamide in 30 ml of dimethylformamide. The reaction medium is stirred at room temperature overnight. It is then poured into water and extracted with ethyl acetate. The organic phases are combined and washed with water. They are dried over sodium sulfate. The so... The reactants are F[B-](F)(F)F.C[O+](C)C (Trimethyloxonium tetrafluoroborate), C(C)(C)N(C(C)C)CC (N,N-diisopropylethylamine), C(#N)C1=CC=C(C=N1)C(NC(=O)NC1=CC(=CC=C1)C(F)(F)F)C1=C(CCCC1=O)O (1-((6-cyanopyridin-3-yl)(2-hydroxy-6-oxocyclohex-1-enyl)methyl)-3-(3-(trifluoromethyl)phenyl)urea), C(#N)C1=CC=C(C=N1)C(NC(=O)NC1=CC(=CC=C1)C(F)(F)F)C1=C(CCCC1=O)O (1-((6-cyanopyridin-3-yl)(2-hydroxy-6-oxocyclohex-1-enyl)methyl)-3-(3-(trifluoromethyl)phenyl)urea), F[B-](F)(F)F.C[O+](C)C (trimethyloxonium tetrafluoroborate). The solvent is ClCCl (dichloromethane), ClCCl (dichloromethane). Yields the product C(#N)C1=CC=C(C=N1)C(NC(=O)NC1=CC(=CC=C1)C(F)(F)F)C1=C(CCCC1=O)OC (1-((6-Cyanopyridin-3-yl)(2-methoxy-6-oxocyclohex-1-enyl)methyl)-3-(3-(trifluoromethyl)phenyl)urea). RXN SMILES: F[B-](F)(F)F.[CH3:6][O+:7]([CH3:9])C.C(N(CC)C(C)C)(C)C.[C:19]([C:21]1[N:26]=[CH:25][C:24]([CH:27]([C:42]2C(=O)[CH2:46][CH2:45][CH2:44][C:43]=2[OH:49])[NH:28][C:29]([NH:31][C:32]2[CH:37]=[CH:36][CH:35]=[C:34]([C:38]([F:41])([F:40])[F:39])[CH:33]=2)=[O:30])=[CH:23][CH:22]=1)#[N:20]>ClCCl>[C:19]([C:21]1[N:26]=[CH:25][C:24]([CH:27]([C:42]2[C:43](=[O:49])[CH2:44][CH2:45][CH2:46][C:6]=2[O:7][CH3:9])[NH:28][C:29]([NH:31][C:32]2[CH:37]=[CH:36][CH:35]=[C:34]([C:38]([F:41])([F:39])[F:40])[CH:33]=2)=[O:30])=[CH:23][CH:22]=1)#[N:20] |f:0.1|. Procedure: Trimethyloxonium tetrafluoroborate (121 mg, 0.82 mmol) is added to a solution of N,N-diisopropylethylamine (276 μL, 1.58 mmol) and 1-((6-cyanopyridin-3-yl)(2-hydroxy-6-oxocyclohex-1-enyl)methyl)-3-(3-(trifluoromethyl)phenyl)urea (intermediate 30, 346 mg, 0.804 mmol) in dichloromethane (10 mL). The mixture is stirred at room temperature over night, and another portion of trimethyloxonium tetrafluoroborate (121 mg, 0.82 mmol) is added. After 1 h the mixture is diluted with dichloromethane, and was...